The task is: describe an organic reaction: reactants, conditions, products, and yield. This data is from the Open Reaction Database (ORD), a public repository of structured organic reaction records. Reactants: C(C)(C)(C)NC1=NC=CC=2C(=CC=CC12)C(=O)NC1=C(C=CC(=C1)C(NC1=CC(=CC=C1)C(F)(F)F)=O)C (1-(t-butylamino)-N-(2-methyl-5-((3-(trifluoromethyl)phenyl)carbamoyl)phenyl)isoquinoline-5-carboxamide), CC1=C(C=2C=CN=C(C2C=C1)NC1=CC(=CC=C1)C(F)(F)F)N (6-methyl-N1-(3-(trifluoromethyl)phenyl)isoquinoline-1,5-diamine), NC1=CC=CC=C1 (aniline). The product is NC1=NC=CC=2C(=CC=CC12)C(=O)NC1=C2C=CN=C(C2=CC=C1C)NC1=CC(=CC=C1)C(F)(F)F (1-amino-N-(6-methyl-1-((3-(trifluoromethyl)phenyl)amino)isoquinolin-5-yl)isoquinoline-5-carboxamide). The yield is 2.0%. RXN SMILES: C([NH:5][C:6]1[C:15]2[CH:14]=[CH:13][CH:12]=[C:11]([C:16]([NH:18][C:19]3[CH:24]=[C:23]([C:25](=O)[NH:26][C:27]4[CH:32]=[CH:31][CH:30]=[C:29]([C:33]([F:36])([F:35])[F:34])[CH:28]=4)[CH:22]=[CH:21][C:20]=3[CH3:38])=[O:17])[C:10]=2[CH:9]=[CH:8][N:7]=1)(C)(C)C.CC1C=CC2C(NC3C=CC=C(C(F)(F)F)C=3)=[N:45][CH:44]=[CH:43]C=2C=1N.NC1C=CC=CC=1>>[NH2:5][C:6]1[C:15]2[CH:14]=[CH:13][CH:12]=[C:11]([C:16]([NH:18][C:19]3[C:20]([CH3:38])=[CH:21][CH:22]=[C:23]4[C:24]=3[CH:43]=[CH:44][N:45]=[C:25]4[NH:26][C:27]3[CH:32]=[CH:31][CH:30]=[C:29]([C:33]([F:35])([F:34])[F:36])[CH:28]=3)=[O:17])[C:10]=2[CH:9]=[CH:8][N:7]=1. Procedure details: The procedures of Steps (3) and (4) of Example 2 were repeated step by step, except for using 6-methyl-N1-(3-(trifluoromethyl)phenyl)isoquinoline-1,5-diamine obtained in Step (2) above instead of aniline in Step (3) of Example 1 to obtain the title compound (1.0 mg, 2%). Reactants: C(C)N(CC)CC(C(C)C)N(C(=O)OC(C)(C)C)CC1=NC(=CC=C1)Br (N-{1-[(diethylamino)-methyl]-2-methylpropyl}(tert-butoxy)-N-[(6-bromo(2-pyridyl))methyl]carboxamide), [NH4+].[OH-] (NH4OH). The solvent is O (H2O). Conditions: temperature 90 celsius. Yields the product NC1=CC=CC(=N1)CN(C(OC(C)(C)C)=O)C(C(C)C)CN(CC)CC (tert-Butyl (6-aminopyridin-2-ylmethyl)-(1-diethylaminomethyl-2-methyl-propyl)carbamate). RXN SMILES: [CH2:1]([N:3]([CH2:6][CH:7]([N:11]([CH2:19][C:20]1[CH:25]=[CH:24][CH:23]=[C:22](Br)[N:21]=1)[C:12]([O:14][C:15]([CH3:18])([CH3:17])[CH3:16])=[O:13])[CH:8]([CH3:10])[CH3:9])[CH2:4][CH3:5])[CH3:2].[NH4+:27].[OH-]>O>[NH2:27][C:22]1[N:21]=[C:20]([CH2:19][N:11]([CH:7]([CH2:6][N:3]([CH2:4][CH3:5])[CH2:1][CH3:2])[CH:8]([CH3:10])[CH3:9])[C:12](=[O:13])[O:14][C:15]([CH3:18])([CH3:17])[CH3:16])[CH:25]=[CH:24][CH:23]=1 |f:1.2|. Procedure: To a stirred solution of N-{1-[(diethylamino)-methyl]-2-methylpropyl}(tert-butoxy)-N-[(6-bromo(2-pyridyl))methyl]carboxamide (5 mg, 0.012 mmol) in IpOH (5 ML) in a sealed tube, was added NH4OH (28–30% 6 mL) followed by excess Cu. The resulting solution was heated under pressure at 90° C. for 24 h. The mixture was brought to RT, diluted with H2O (10 mL) and extracted with CHCl3 (3×20 mL) The organic layers were combined, dried over MgSO4, filtered and concentrated by rotary evaporation to afford ...